From a dataset of the Open Reaction Database (ORD), a public repository of structured organic reaction records. describe an organic reaction: reactants, conditions, products, and yield Starting materials: O1N=CC=C1C1=CC=C(S1)S(=O)(=O)Cl (5-isoxazol-5-ylthiophene-2-sulfonyl chloride), NC=1C=C(C=CC1)C1=NN=NN1 (5-(3-aminophenyl)tetrazole), C14H10N6O3S2. Product: O1N=CC=C1C1=CC=C(S1)S(=O)(=O)NC1=CC(=CC=C1)C1=NN=NN1 (5-Isoxazol-5-yl-N-[3-(1H-tetrazol-5-yl)phenyl]thiophene-2-sulfonamide). RXN SMILES: [O:1]1[C:5]([C:6]2[S:10][C:9]([S:11](Cl)(=[O:13])=[O:12])=[CH:8][CH:7]=2)=[CH:4][CH:3]=[N:2]1.[NH2:15][C:16]1[CH:17]=[C:18]([C:22]2[NH:26][N:25]=[N:24][N:23]=2)[CH:19]=[CH:20][CH:21]=1>>[O:1]1[C:5]([C:6]2[S:10][C:9]([S:11]([NH:15][C:16]3[CH:21]=[CH:20][CH:19]=[C:18]([C:22]4[NH:26][N:25]=[N:24][N:23]=4)[CH:17]=3)(=[O:13])=[O:12])=[CH:8][CH:7]=2)=[CH:4][CH:3]=[N:2]1. Reported procedure: The title compound was prepared according to General Procedure 1, described in Example 1, with 5-isoxazol-5-ylthiophene-2-sulfonyl chloride (13.7 mg, 0.055 mmol) and 5-(3-aminophenyl)tetrazole (8.0 mg, 0.050 mmol). MS (ESI+) calcd mass for C14H10N6O3S2 374.025580, found 374.025420. Reactants: C(Cl)(Cl)Cl.CO (chloroform methanol), CN=C=S (methyl isothiocyanate), compound, NC1=NNC(=N1)NC1=CC=CC=C1 (3-Amino-5-anilino-1H-1,2,4-triazole), CN(C=O)C (dimethylformamide). The solvent is C(Cl)(Cl)Cl (chloroform). Reaction conditions: time 6 day. The product is NC1=NC(=NN1C(=S)NC)NC1=CC=CC=C1 (5-Amino-3-anilino-1-[methylamino(thiocarbonyl)]-1H-1,2,4-triazole). Isolated yield 18.0%. As a reaction SMILES: [NH2:1][C:2]1[N:6]=[C:5]([NH:7][C:8]2[CH:13]=[CH:12][CH:11]=[CH:10][CH:9]=2)[NH:4][N:3]=1.CN(C)C=O.[CH3:19][N:20]=[C:21]=[S:22].C(Cl)(Cl)Cl.CO>C(Cl)(Cl)Cl>[NH2:1][C:2]1[N:3]([C:21]([NH:20][CH3:19])=[S:22])[N:4]=[C:5]([NH:7][C:8]2[CH:13]=[CH:12][CH:11]=[CH:10][CH:9]=2)[N:6]=1 |f:3.4|. Procedure details: The synthesis method of Example 1-(3) was applied. The compound (3.86 g) obtained in (2) above, dimethylformamide (50 ml) and methyl isothiocyanate (1.81 g) were used as reagents and the mixture was stirred at room temperature for 6 days. After the reaction, silica gel column chromatography (chloroform-methanol) and recrystallization from chloroform gave 961 mg of white crystals (yield 18%). Starting materials: C(C)(=O)NC1=C(C=C(C=C1)OCCCCCCCCCCCCCCCC)O (2-acetylamino-5-hexadecyloxyphenol), C1(=CC=CC=C1)C (toluene), C=C(C)C (isobutene). Run in CCCCCC (n-hexane). Conditions: time 5 hour. Yields the product C(C)(=O)NC1=C(C=C(C(=C1)C(C)(C)C)OCCCCCCCCCCCCCCCC)O (2-acetylamino-4-tert-butyl-5-hexadecyloxyphenol). As a reaction SMILES: [C:1]([NH:4][C:5]1[CH:10]=[CH:9][C:8]([O:11][CH2:12][CH2:13][CH2:14][CH2:15][CH2:16][CH2:17][CH2:18][CH2:19][CH2:20][CH2:21][CH2:22][CH2:23][CH2:24][CH2:25][CH2:26][CH3:27])=[CH:7][C:6]=1[OH:28])(=[O:3])[CH3:2].[C:29]1([CH3:35])[CH:34]=CC=C[CH:30]=1.C=C(C)C>CCCCCC>[C:1]([NH:4][C:5]1[CH:10]=[C:9]([C:29]([CH3:35])([CH3:34])[CH3:30])[C:8]([O:11][CH2:12][CH2:13][CH2:14][CH2:15][CH2:16][CH2:17][CH2:18][CH2:19][CH2:20][CH2:21][CH2:22][CH2:23][CH2:24][CH2:25][CH2:26][CH3:27])=[CH:7][C:6]=1[OH:28])(=[O:3])[CH3:2]. Procedure details: A mixture of 30.0 g of 2-acetylamino-5-hexadecyloxyphenol, 20.0 g of Amberlyst 15 (produced by Rohm & Haas Co., U.S.A.) and 300 ml of toluene was stirred while heating at 80°-90° C., during which isobutene was bubbled therethrough for 5 hours. The reaction solution was filtered to remove solids and the filtrate was condensed. On adding 350 ml of n-hexane to the residue, crystals precipitated. The crystals were collected by filtration. 23.5 g of 2-acetylamino-4-tert-butyl-5-hexadecyloxyphenol was... Reactants: CC(=O)OC(C)=O, CC(=O)O, O=C(O)C1CCC(C(=O)O)C(C(=O)O)C1. The product is O=C(O)C1CCC2C(=O)OC(=O)C2C1. As a reaction SMILES: [CH3:16][C:17]([O:18][C:19](=[O:20])[CH3:21])=[O:22].[CH3:23][C:24](=[O:25])[OH:26].[CH:1]1([C:13](=[O:14])[OH:15])[CH:2]([C:10](=[O:11])[OH:12])[CH2:3][CH:4]([C:7](=[O:8])[OH:9])[CH2:5][CH2:6]1>>[CH:1]12[CH:2]([CH2:3][CH:4]([C:7](=[O:8])[OH:9])[CH2:5][CH2:6]1)[C:10](=[O:12])[O:15][C:13]2=[O:14]. Reactants: Br, [Cu]Br, O=N[O-], CC(=O)c1cccc(C)c1N, [Na+], O. Product: CC(=O)c1cccc(C)c1Br. RXN SMILES: [BrH:12].[Cu:18][Br:19].[N:13]([O-:14])=[O:15].[NH2:1][c:2]1[c:3]([C:9]([CH3:10])=[O:11])[cH:4][cH:5][cH:6][c:7]1[CH3:8].[Na+:16].[OH2:17]>>[c:2]1([Br:12])[c:3]([C:9]([CH3:10])=[O:11])[cH:4][cH:5][cH:6][c:7]1[CH3:8]. Starting materials: aqueous solution, [OH-].[Na+] (sodium hydroxide), C1=C(C=CC=2CCCCC12)OCCOC1=CC=C(CC(C(=O)OC)C(=O)OC)C=C1 (dimethyl 4-[2-(5,6,7,8-tetrahydro-2-naphthoxy)ethoxy]benzylmalonate). Run in CO (methanol), O1CCCC1 (tetrahydrofuran). Conditions: time 2 hour. Product: COC(=O)C(C(=O)O)CC1=CC=C(C=C1)OCCOC1=CC=2CCCCC2C=C1 (2-(methoxycarbonyl)-3-[4-[2-(5,6,7,8-tetrahydro-2-naphthoxy)ethoxy]phenyl]propionic acid). Isolated yield 89.1%. RXN SMILES: [CH:1]1[C:10]2[CH2:9][CH2:8][CH2:7][CH2:6][C:5]=2[CH:4]=[CH:3][C:2]=1[O:11][CH2:12][CH2:13][O:14][C:15]1[CH:30]=[CH:29][C:18]([CH2:19][CH:20]([C:25]([O:27]C)=[O:26])[C:21]([O:23][CH3:24])=[O:22])=[CH:17][CH:16]=1.[OH-].[Na+]>CO.O1CCCC1>[CH3:24][O:23][C:21]([CH:20]([CH2:19][C:18]1[CH:29]=[CH:30][C:15]([O:14][CH2:13][CH2:12][O:11][C:2]2[CH:3]=[CH:4][C:5]3[CH2:6][CH2:7][CH2:8][CH2:9][C:10]=3[CH:1]=2)=[CH:16][CH:17]=1)[C:25]([OH:27])=[O:26])=[O:22] |f:1.2|. Procedure: To a solution of dimethyl 4-[2-(5,6,7,8-tetrahydro-2-naphthoxy)ethoxy]benzylmalonate (0.44 g, 1.07 mmol) in a mixture of methanol (4.3 ml) and tetrahydrofuran (2.1 ml) at 0° C. is added a 2 mol/L aqueous solution of sodium hydroxide (0.59 ml, 1.18 mmol). The mixture is stirred for 2 h at room temperature, and then the solvent is removed under a vacuum. The residue was dissolved in saturated aqueous sodium bicarbonate (10 ml) and washed with ethyl acetate (10 ml). The aqueous solution is acidifie...